Task: describe an organic reaction: reactants, conditions, products, and yield. Dataset: the Open Reaction Database (ORD), a public repository of structured organic reaction records Procedure: The title compound is prepared using the previously described procedures and the following reagants: 0.90 g (1.89 mmoles) of N-(S-acetyl-β-mercaptoisobutyroyl)-3-methylvalyl-tryptophan methyl ester, 8 ml of 95 percent ethanol, 4.0 ml of 1 N NaOH. Chromatographed yield is 0.54 grams (63 percent). Analysis calculated for C21H29N3O4S: C, 60.12; H, 6.97; N, 10.02; S, 7.64. Found: C, 60.27; H, 7.14; N, 9.42; S, 7.25. RXN SMILES: C[O:2][C:3](=[O:33])[C@H:4]([CH2:23][C:24]1[C:32]2[C:27](=[CH:28][CH:29]=[CH:30][CH:31]=2)[NH:26][CH:25]=1)[NH:5][C:6](=[O:22])[C@H:7]([C:18]([CH3:21])([CH3:20])[CH3:19])[NH:8][C:9](=[O:17])[CH:10]([CH3:16])[CH2:11][S:12]C(=O)C.[OH-].[Na+]>C(O)C>[SH:12][CH2:11][CH:10]([CH3:16])[C:9]([NH:8][C@H:7]([C:6]([NH:5][C@H:4]([C:3]([OH:33])=[O:2])[CH2:23][C:24]1[C:32]2[C:27](=[CH:28][CH:29]=[CH:30][CH:31]=2)[NH:26][CH:25]=1)=[O:22])[C:18]([CH3:21])([CH3:20])[CH3:19])=[O:17] |f:1.2|. The reactants are COC([C@@H](NC([C@@H](NC(C(CSC(C)=O)C)=O)C(C)(C)C)=O)CC1=CNC2=CC=CC=C12)=O (N-(S-acetyl-β-mercaptoisobutyroyl)-3-methylvalyl-tryptophan methyl ester), [OH-].[Na+] (NaOH). The solvent is C(C)O (ethanol). Yields the product SCC(C(=O)N[C@@H](C(C)(C)C)C(=O)N[C@@H](CC1=CNC2=CC=CC=C12)C(=O)O)C (N-[N-(3-mercapto-2-methyl-1-oxopropyl)-3-methyl-valyl]tryptophan). Starting materials: C1COCCN1, COCCOC, [K+], [K+], [K+], O=C(C=Cc1ccccc1)C=Cc1ccccc1, O=C(C=Cc1ccccc1)C=Cc1ccccc1, O=C(C=Cc1ccccc1)C=Cc1ccccc1, O=P([O-])([O-])[O-], [Pd], [Pd], CC(NC(=O)C=Cc1ccccc1)c1cccc(OS(=O)(=O)C(F)(F)F)c1. The product is CC(NC(=O)C=Cc1ccccc1)c1cccc(N2CCOCC2)c1. Reaction SMILES: [CH2:36]1[CH2:37][O:38][CH2:39][CH2:40][NH:41]1.[CH3:42][O:43][CH2:44][CH2:45][O:46][CH3:47].[K+:33].[K+:34].[K+:35].[O:50]=[C:51]([CH:52]=[CH:53][c:54]1[cH:55][cH:56][cH:57][cH:58][cH:59]1)[CH:60]=[CH:61][c:62]1[cH:63][cH:64][cH:65][cH:66][cH:67]1.[O:68]=[C:69]([CH:70]=[CH:71][c:72]1[cH:73][cH:74][cH:75][cH:76][cH:77]1)[CH:78]=[CH:79][c:80]1[cH:81][cH:82][cH:83][cH:84][cH:85]1.[O:86]=[C:87]([CH:88]=[CH:89][c:90]1[cH:91][cH:92][cH:93][cH:94][cH:95]1)[CH:96]=[CH:97][c:98]1[cH:99][cH:100][cH:101][cH:102][cH:103]1.[P:28]([O-:29])([O-:30])([O-:31])=[O:32].[Pd:48].[Pd:49].[c:1]1([CH:7]=[CH:8][C:9](=[O:10])[NH:11][CH:12]([CH3:13])[c:14]2[cH:15][c:16]([O:20][S:21]([C:22]([F:23])([F:24])[F:25])(=[O:26])=[O:27])[cH:17][cH:18][cH:19]2)[cH:2][cH:3][cH:4][cH:5][cH:6]1>>[c:1]1([CH:7]=[CH:8][C:9](=[O:10])[NH:11][CH:12]([CH3:13])[c:14]2[cH:15][c:16]([N:41]3[CH2:36][CH2:37][O:38][CH2:39][CH2:40]3)[cH:17][cH:18][cH:19]2)[cH:2][cH:3][cH:4][cH:5][cH:6]1. Reactants: C1CCOC1, CC(C)(C)[O-], [K+], O, CC(C)(C)OC(=O)NCc1ccc(C2(O)CCCCC2)cc1. The product is NCc1ccc(C2(O)CCCCC2)cc1. RXN SMILES: [CH2:30]1[O:31][CH2:32][CH2:33][CH2:34]1.[CH3:1][C:2]([CH3:3])([O-:4])[CH3:5].[K+:6].[OH2:7].[OH:8][C:9]1([c:15]2[cH:16][cH:17][c:18]([CH2:19][NH:20][C:21](=[O:22])[O:23][C:24]([CH3:25])([CH3:26])[CH3:27])[cH:28][cH:29]2)[CH2:10][CH2:11][CH2:12][CH2:13][CH2:14]1>>[OH:8][C:9]1([c:15]2[cH:16][cH:17][c:18]([CH2:19][NH2:20])[cH:28][cH:29]2)[CH2:10][CH2:11][CH2:12][CH2:13][CH2:14]1. Starting materials: ClC1=CC=C(C=C1)N1N=C2CCCCC2=C1C(C(=O)O)C1CCCCC1 ([2-(4-chloro-phenyl)-4,5,6,7-tetrahydro-2H-indazol-3-yl]-cyclohexyl-acetic acid), N1=CC=CC=C1 (pyridine), FC(C(=O)OC1=C(C(=C(C(=C1F)F)F)F)F)(F)F (pentafluorophenyl trifluoroacetate), C1CCOC1.CS(=O)C (THF DMSO). Run in CN(C)C=O (DMF). Reaction conditions: time 12 hour. Yields the product FC1=C(C(=C(C(=C1OC(CC1CCCCC1)=O)F)F)F)F (cyclohexyl-acetic acid pentafluorophenyl ester). As a reaction SMILES: ClC1C=CC(N2C([CH:17]([CH:21]3[CH2:26][CH2:25][CH2:24][CH2:23][CH2:22]3)[C:18]([OH:20])=[O:19])=C3C(CCCC3)=N2)=CC=1.N1C=CC=CC=1.FC(F)(F)C(O[C:38]1[C:43]([F:44])=[C:42]([F:45])[C:41]([F:46])=[C:40]([F:47])[C:39]=1[F:48])=O.C1COCC1.CS(C)=O>CN(C=O)C>[F:44][C:43]1[C:38]([O:20][C:18](=[O:19])[CH2:17][CH:21]2[CH2:22][CH2:23][CH2:24][CH2:25][CH2:26]2)=[C:39]([F:48])[C:40]([F:47])=[C:41]([F:46])[C:42]=1[F:45] |f:3.4|. Procedure: To a solution of [2-(4-chloro-phenyl)-4,5,6,7-tetrahydro-2H-indazol-3-yl]-cyclohexyl-acetic acid (4.5 g, 12.1 mmol; example 5.1) in DMF (45 ml) was added pyridine (1.07 ml, 13.3 mmol) and pentafluorophenyl trifluoroacetate (4.16 ml, 24.1 mmol) at ambient temperature under an argon atmosphere. The reaction mixture was stirred at ambient temperature for 12 h, poured onto ice water/0.1 N HCl 1/1 and extracted two times with iPrOAc. The combined extracts were washed with ice water/sat. aqueous NaHCO... Isolated yield 66.5%. The product is C1(CCCC1)NC1=NC(=NC=C1C1=C(N=NC(=C1)OC)OC)N (N4-Cyclopentyl-5-(3,6-dimethoxy-4-pyridazinyl)-2,4-pyrimidinediamine). Reaction SMILES: C([Li])CCC.C(#N)C.C(=O)=O.CC1(C)CCCC(C)(C)N1.[CH3:22][O:23][C:24]1[N:25]=[N:26][C:27]([O:30][CH3:31])=[CH:28][CH:29]=1.[CH:32]1([NH:37][C:38]2[C:43](I)=[CH:42][N:41]=[C:40]([NH2:45])[N:39]=2)[CH2:36][CH2:35][CH2:34][CH2:33]1.[NH4+].[Cl-]>C1COCC1.[Cl-].[Zn+2].[Cl-].C1C=CC([P]([Pd]([P](C2C=CC=CC=2)(C2C=CC=CC=2)C2C=CC=CC=2)([P](C2C=CC=CC=2)(C2C=CC=CC=2)C2C=CC=CC=2)[P](C2C=CC=CC=2)(C2C=CC=CC=2)C2C=CC=CC=2)(C2C=CC=CC=2)C2C=CC=CC=2)=CC=1>[CH:32]1([NH:37][C:38]2[C:43]([C:29]3[CH:28]=[C:27]([O:30][CH3:31])[N:26]=[N:25][C:24]=3[O:23][CH3:22])=[CH:42][N:41]=[C:40]([NH2:45])[N:39]=2)[CH2:33][CH2:34][CH2:35][CH2:36]1 |f:1.2,6.7,9.10.11,^1:59,61,80,99|. Reaction conditions: temperature -0 celsius, time 1.5 hour. Reagents/catalysts: C=1C=CC(=CC1)[P](C=2C=CC=CC2)(C=3C=CC=CC3)[Pd]([P](C=4C=CC=CC4)(C=5C=CC=CC5)C=6C=CC=CC6)([P](C=7C=CC=CC7)(C=8C=CC=CC8)C=9C=CC=CC9)[P](C=1C=CC=CC1)(C=1C=CC=CC1)C=1C=CC=CC1 (tetrakis(triphenylphosphine)palladium), [Cl-].[Zn+2].[Cl-] (zinc(II) chloride). Solvent: C1CCOC1 (THF), C1CCOC1 (THF), C1CCOC1 (THF). The reactants are ice H2O, ice H2O, C1(CCCC1)NC1=NC(=NC=C1I)N (N4-Cyclopentyl-5-iodo-2,4-pyrimidinediamine), ice H2O, COC=1N=NC(=CC1)OC (3,6-dimethoxypyridazine), crude mixture, ice H2O, [NH4+].[Cl-] (NH4Cl), C(CCC)[Li] (butyllithium), C(C)#N.C(=O)=O (acetonitrile dry ice), CC1(NC(CCC1)(C)C)C (2,2,6,6-tetramethylpiperidine). Procedure: A solution of butyllithium (2.5 m solution in hexanes) (7.5 mL, 19 mmol) was added to cold (acetonitrile-dry ice bath, −34° C. internal), stirred 2,2,6,6-tetramethylpiperidine (3.4 mL, 20 mmol). The resulting mixture was allowed to stand at 0° C. (ice-H2O bath) for 30 min. The ice-H2O was then replaced with dry ice-2-propanol bath and the mixture was cooled to −0° C. THF (24 mL) was added. A pre-cooled (ice-H2O bath) solution of 3,6-dimethoxypyridazine (2.40 g, 17 mmol) in THF (40 mL) was added ... The solvent is CO (methanol). Reactants: [OH-].[K+] (KOH), C(C1=CC=CC=C1)(=O)N1CCN(CC1)C(C(=O)C1=CNC2=C(N=CC(=C12)F)Cl)=O (N-(benzoyl)-N′-[(4-fluoro-7-chloro-6-azaindol-3-yl)-oxoacetyl]-piperazine), C(C1=CC=CC=C1)(=O)N1CCNCC1 (benzoyl piperazine), 4-fluoro, FC1=C2C=CNC2=C(N=C1)Cl (4-fluoro-7-chloro-6-azaindole), C[O-].[Na+] (sodium methoxide), C[O-].[Na+] (sodium methoxide), piperazines, CCOP(=O)(OCC)ON1C(=O)C2=C(C=CC=C2)N=N1 (DEPBT), 7-chloro. Procedure details: It should be noted that 2-chloro-5-fluoro-3-nitro pyridine may be prepared by the method in example 5B of reference 59 Marfat et.al. The chemistry in Schemes 1 and 3 to provide the derivative which corresponds to general formula 5 and has a 6-aza ring and R2=F and R4=Cl. In particular, reaction of 2-chloro-5-fluoro-3-nitro pyridine with 3 equivalents of vinyl Magnesium bromide using the typical conditions described herein will provide 4-fluoro-7-chloro-6-azaindole in high yield. Addition of this... Yields the product C(C1=CC=CC=C1)(=O)N1CCN(CC1)C(C(=O)C1=CNC2=C(N=CC(=C12)F)OC)=O (N-(benzoyl)-N′-[(4-fluoro-7-methoxy-6-azaindol-3-yl)-oxoacetyl]-piperazine). Reaction SMILES: [OH-].[K+].C[CH2:4][O:5]P(ON1N=NC2C=CC=CC=2C1=O)(OCC)=O.C(N1CCNCC1)(=O)C1C=CC=CC=1.[C:37]([N:45]1[CH2:50][CH2:49][N:48]([C:51](=[O:65])[C:52]([C:54]2[C:62]3[C:57](=[C:58](Cl)[N:59]=[CH:60][C:61]=3[F:63])[NH:56][CH:55]=2)=[O:53])[CH2:47][CH2:46]1)(=[O:44])[C:38]1[CH:43]=[CH:42][CH:41]=[CH:40][CH:39]=1.C[O-].[Na+].FC1C=NC(Cl)=C2C=1C=CN2>CO>[C:37]([N:45]1[CH2:50][CH2:49][N:48]([C:51](=[O:65])[C:52]([C:54]2[C:62]3[C:57](=[C:58]([O:5][CH3:4])[N:59]=[CH:60][C:61]=3[F:63])[NH:56][CH:55]=2)=[O:53])[CH2:47][CH2:46]1)(=[O:44])[C:38]1[CH:43]=[CH:42][CH:41]=[CH:40][CH:39]=1 |f:0.1,5.6|.